This data is from the Open Reaction Database (ORD), a public repository of structured organic reaction records. The task is: describe an organic reaction: reactants, conditions, products, and yield The reactants are CC(C)(C)OC(=O)c1ccc(-n2c3ccccc3c3c(-c4ccc(C#N)nc4)cccc32)cc1NC1CCOCC1, Cl, C1COCCO1. Yields the product N#Cc1ccc(-c2cccc3c2c2ccccc2n3-c2ccc(C(=O)O)c(NC3CCOCC3)c2)cn1. As a reaction SMILES: [C:2](#[N:3])[c:4]1[cH:5][cH:6][c:7](-[c:10]2[cH:11][cH:12][cH:13][c:14]3[n:15](-[c:23]4[cH:24][c:25]([NH:36][CH:37]5[CH2:38][CH2:39][O:40][CH2:41][CH2:42]5)[c:26]([C:27](=[O:28])[O:29][C:30]([CH3:31])([CH3:32])[CH3:33])[cH:34][cH:35]4)[c:16]4[cH:17][cH:18][cH:19][cH:20][c:21]4[c:22]23)[cH:8][n:9]1.[ClH:1].[O:43]1[CH2:44][CH2:45][O:46][CH2:47][CH2:48]1>>[C:2](#[N:3])[c:4]1[cH:5][cH:6][c:7](-[c:10]2[cH:11][cH:12][cH:13][c:14]3[n:15](-[c:23]4[cH:24][c:25]([NH:36][CH:37]5[CH2:38][CH2:39][O:40][CH2:41][CH2:42]5)[c:26]([C:27](=[O:28])[OH:29])[cH:34][cH:35]4)[c:16]4[cH:17][cH:18][cH:19][cH:20][c:21]4[c:22]23)[cH:8][n:9]1. Starting materials: COC(=O)CBr, CC(C)C(=O)c1ccc2c(c1)CC(N1C(=O)c3ccccc3C1=O)C2, [Li]CCCC, C[Si](C)(C)[N-][Si](C)(C)C, [Cl-], [Li+], [NH4+], C1CCOC1. The product is COC(=O)CC(C)(C)C(=O)c1ccc2c(c1)CC(N1C(=O)c3ccccc3C1=O)C2. RXN SMILES: [Br:41][CH2:42][C:43](=[O:44])[O:45][CH3:46].[C:16]1(=[O:40])[N:17]([CH:26]2[CH2:27][c:28]3[cH:29][cH:30][c:31]([C:35]([CH:36]([CH3:37])[CH3:38])=[O:39])[cH:32][c:33]3[CH2:34]2)[C:18](=[O:25])[c:19]2[cH:20][cH:21][cH:22][cH:23][c:24]21.[CH2:11]([Li:12])[CH2:13][CH2:14][CH3:15].[CH3:1][Si:2]([N-:3][Si:4]([CH3:5])([CH3:6])[CH3:7])([CH3:8])[CH3:9].[Cl-:47].[Li+:10].[NH4+:48].[O:49]1[CH2:50][CH2:51][CH2:52][CH2:53]1>>[C:16]1(=[O:40])[N:17]([CH:26]2[CH2:27][c:28]3[cH:29][cH:30][c:31]([C:35]([C:36]([CH3:37])([CH3:38])[CH2:42][C:43](=[O:44])[O:45][CH3:46])=[O:39])[cH:32][c:33]3[CH2:34]2)[C:18](=[O:25])[c:19]2[cH:20][cH:21][cH:22][cH:23][c:24]21. The reactants are Cl (HCl), CC1CC(CCC1)CCCC1CCC(CC1)N (4-[3-(3-methylcyclohexyl)-propyl]cyclohexylamine), C(#N)[BH3-].[Na+] (sodium cyanoborohydride), Cl (HCl), C(C)(C)(C)C1=CC=C(C=O)C=C1 (4-tert-butylbenzaldehyde), C#N (hydrogen cyanide). Solvent: CO (methanol). Conditions: temperature 0 celsius, time 24 hour. The product is C(C)(C)(C)C1=CC=C(CNC2CCC(CC2)CCCC2CC(CCC2)C)C=C1 ((4-tert-Butylbenzyl)-4-[3-(3-methylcyclohexyl)-propyl]cyclohexylamine). As a reaction SMILES: [CH3:1][CH:2]1[CH2:7][CH2:6][CH2:5][CH:4]([CH2:8][CH2:9][CH2:10][CH:11]2[CH2:16][CH2:15][CH:14]([NH2:17])[CH2:13][CH2:12]2)[CH2:3]1.Cl.[C:19]([C:23]1[CH:30]=[CH:29][C:26]([CH:27]=O)=[CH:25][CH:24]=1)([CH3:22])([CH3:21])[CH3:20].C([BH3-])#N.[Na+].C#N>CO>[C:19]([C:23]1[CH:24]=[CH:25][C:26]([CH2:27][NH:17][CH:14]2[CH2:13][CH2:12][CH:11]([CH2:10][CH2:9][CH2:8][CH:4]3[CH2:5][CH2:6][CH2:7][CH:2]([CH3:1])[CH2:3]3)[CH2:16][CH2:15]2)=[CH:29][CH:30]=1)([CH3:22])([CH3:20])[CH3:21] |f:3.4|. Reported procedure: A solution of 11.9 g (0.05 mole) of 4-[3-(3-methylcyclohexyl)-propyl]cyclohexylamine in 50 ml of anhydrous methanol is acidified to pH 5-6 with a methanolic HCl solution, after which 8.1 g (0.05 mole) of 4-tert-butylbenzaldehyde and 15 g of dry molecular sieve (3 Å, Grace type 0564) are added and the mixture is cooled to 0° C. 1.6 g (0.025 mole) of sodium cyanoborohydride are added a little at a time to the stirred mixture, the latter is heated to room temperature and stirring is continued for 2... RXN SMILES: Cl.[CH:2]1([NH:8][OH:9])[CH2:7][CH2:6][CH2:5][CH2:4][CH2:3]1.C(=O)([O-])O.[Na+].O.[CH3:16][C:17]1[O:18][C:19]([CH3:26])=[C:20]([CH3:25])[C:21]=1[C:22](Cl)=[O:23]>ClCCl>[CH:2]1([N:8]([C:22]([C:21]2[C:20]([CH3:25])=[C:19]([CH3:26])[O:18][C:17]=2[CH3:16])=[O:23])[OH:9])[CH2:7][CH2:6][CH2:5][CH2:4][CH2:3]1 |f:0.1,2.3|. The reactants are Cl.C1(CCCCC1)NO (N-cyclohexylhydroxylamine hydrochloride), 50.4, C(O)([O-])=O.[Na+] (sodium hydrogen carbonate), O (water), CC=1OC(=C(C1C(=O)Cl)C)C (2,4,5-trimethylfuran- 3-carboxylic chloride). Procedure: 49 Parts of N-cyclohexylhydroxylamine hydrochloride is dissolved in 400 parts of dichloromethane; at room temperature a solution of 50.4 parts of sodium hydrogen carbonate in 500 parts of water and subsequently 51.6 parts of 2,4,5-trimethylfuran- 3-carboxylic chloride are added to the mixture. After the mixture has been stirred for 2 hours the dichloromethane phase is separated, dried over anhydrous sodium sulfate and evaporated. There is obtained 75 parts of N-cyclohexyl-2,4,5-trimethylfuran-3-... Product: 75, C1(CCCCC1)N(O)C(=O)C1=C(OC(=C1C)C)C (N-cyclohexyl-2,4,5-trimethylfuran-3-hydroxamic acid). The solvent is ClCCl (dichloromethane), ClCCl (dichloromethane). Procedure details: To a mixture of 0.037 g (0.1 mmole) of 4-(3-chloro-phenyl)-2-(6-hydroxy-benzoimidazol-1-yl)-thiazole-5-carboxylic acid amide (I.25d), 0.060 g (0.2 mmole) of toluene-4-sulfonic acid 2-piperidin-1-yl-ethyl ester and 1 mL of dimethylformamide was added 0.160 g (0.5 mmole) of cesium carbonate. The reaction mixture was heated at 100 degrees for 3 hours. The mixture was cooled, the solid was removed by filtration and the filtrate purified by reverse phase silica gel chromatography, eluting with aceton... The solvent is CN(C=O)C (dimethylformamide). The reactants are ClC=1C=C(C=CC1)C=1N=C(SC1C(=O)N)N1C=NC2=C1C=C(C=C2)O (4-(3-chloro-phenyl)-2-(6-hydroxy-benzoimidazol-1-yl)-thiazole-5-carboxylic acid amide), N1(CCCCC1)CCOS(=O)(=O)C1=CC=C(C=C1)C (toluene-4-sulfonic acid 2-piperidin-1-yl-ethyl ester), C([O-])([O-])=O.[Cs+].[Cs+] (cesium carbonate). RXN SMILES: [Cl:1][C:2]1[CH:3]=[C:4]([C:8]2[N:9]=[C:10]([N:16]3[C:20]4[CH:21]=[C:22]([OH:25])[CH:23]=[CH:24][C:19]=4[N:18]=[CH:17]3)[S:11][C:12]=2[C:13]([NH2:15])=[O:14])[CH:5]=[CH:6][CH:7]=1.[N:26]1([CH2:32][CH2:33]OS(C2C=CC(C)=CC=2)(=O)=O)[CH2:31][CH2:30][CH2:29][CH2:28][CH2:27]1.C(=O)([O-])[O-].[Cs+].[Cs+]>CN(C)C=O>[Cl:1][C:2]1[CH:3]=[C:4]([C:8]2[N:9]=[C:10]([N:16]3[C:20]4[CH:21]=[C:22]([O:25][CH2:33][CH2:32][N:26]5[CH2:31][CH2:30][CH2:29][CH2:28][CH2:27]5)[CH:23]=[CH:24][C:19]=4[N:18]=[CH:17]3)[S:11][C:12]=2[C:13]([NH2:15])=[O:14])[CH:5]=[CH:6][CH:7]=1 |f:2.3.4|. The yield is 56.0%. Yields the product ClC=1C=C(C=CC1)C=1N=C(SC1C(=O)N)N1C=NC2=C1C=C(C=C2)OCCN2CCCCC2 (4-(3-chloro-phenyl)-2-[6-(2-piperidin-1-yl-ethoxy)-benzoimidazol-1-yl]-thiazole-5-carboxylic acid amide). Reactants: BrB(Br)Br, COC(=O)c1c(Cl)c2ccncn2c1Nc1ccc(I)cc1F, ClCCl. Yields the product O=C(O)c1c(Cl)c2ccncn2c1Nc1ccc(I)cc1F. RXN SMILES: [B:24]([Br:25])([Br:26])[Br:27].[CH3:1][O:2][C:3](=[O:4])[c:5]1[c:6]([Cl:23])[c:7]2[n:8]([cH:9][n:10][cH:11][cH:12]2)[c:13]1[NH:14][c:15]1[c:16]([F:22])[cH:17][c:18]([I:21])[cH:19][cH:20]1.[Cl:28][CH2:29][Cl:30]>>[O:2]=[C:3]([OH:4])[c:5]1[c:6]([Cl:23])[c:7]2[n:8]([cH:9][n:10][cH:11][cH:12]2)[c:13]1[NH:14][c:15]1[c:16]([F:22])[cH:17][c:18]([I:21])[cH:19][cH:20]1. Reactants: C1CCOC1, COC(=O)C=CC=CCSc1ccc(Cl)cc1, CO, [K+], NO, [OH-]. The product is O=C(C=CC=CCSc1ccc(Cl)cc1)NO. As a reaction SMILES: [CH2:24]1[O:25][CH2:26][CH2:27][CH2:28]1.[CH3:1][O:2][C:3]([CH:4]=[CH:5][CH:6]=[CH:7][CH2:8][S:9][c:10]1[cH:11][cH:12][c:13]([Cl:16])[cH:14][cH:15]1)=[O:17].[CH3:22][OH:23].[K+:21].[NH2:18][OH:19].[OH-:20]>>[O:2]=[C:3]([CH:4]=[CH:5][CH:6]=[CH:7][CH2:8][S:9][c:10]1[cH:11][cH:12][c:13]([Cl:16])[cH:14][cH:15]1)[NH:18][OH:19].